From a dataset of the Open Reaction Database (ORD), a public repository of structured organic reaction records. describe an organic reaction: reactants, conditions, products, and yield Reactants: OC1=C(C(=O)OC)C=CC(=C1)N (methyl 2-hydroxy-4-aminobenzoate), N1=CC=CC=C1 (pyridine), CC1(C=2C=CC(=CC2C(CC1)(C)C)C(C(=O)Cl)=O)C (5,6,7,8-tetrahydro-5,5,8,8-tetramethyl -2-naphthylglyoxyloyl chloride), C12(CC3CC(CC(C1)C3)C2)C=2C=C(C=CC2OC)NC(NC2=CC=C(C(=O)OC)C=C2)=O (Methyl 4-[3-(1-adamantyl)-4-methoxyphenylureido]benzoate). The solvent is O (water), C1CCOC1 (THF), C1CCOC1 (THF). Run at time 4 hour. Product: OC1=C(C(=O)OC)C=CC(=C1)NC(=O)C(=O)C1=CC=2C(CCC(C2C=C1)(C)C)(C)C (Methyl 2 -hydroxy-4-(5,6,7,8,tetrahydro-5,5,8,8-tetramethyl -2-naphthoylformamido)benzoate). Reaction SMILES: [OH:1][C:2]1[CH:11]=[C:10]([NH2:12])[CH:9]=[CH:8][C:3]=1[C:4]([O:6][CH3:7])=[O:5].N1C=CC=CC=1.[CH3:19][C:20]1([CH3:37])[CH2:29][CH2:28][C:27]([CH3:31])([CH3:30])[C:26]2[CH:25]=[C:24]([C:32](=[O:36])[C:33](Cl)=[O:34])[CH:23]=[CH:22][C:21]1=2.C12(C3C=C(NC(=O)NC4C=CC(C(OC)=O)=CC=4)C=CC=3OC)CC3CC(CC(C3)C1)C2>C1COCC1.O>[OH:1][C:2]1[CH:11]=[C:10]([NH:12][C:33]([C:32]([C:24]2[CH:23]=[CH:22][C:21]3[C:20]([CH3:37])([CH3:19])[CH2:29][CH2:28][C:27]([CH3:31])([CH3:30])[C:26]=3[CH:25]=2)=[O:36])=[O:34])[CH:9]=[CH:8][C:3]=1[C:4]([O:6][CH3:7])=[O:5]. Reported procedure: 6.7 g (40 mmol) of methyl 2-hydroxy-4-aminobenzoate, 10 ml (0.12 mol) of pyridine and 50 ml of THF are introduced into a round-bottomed flask. A solution of 10.5 g (40 mmol) of 5,6,7,8-tetrahydro-5,5,8,8-tetramethyl -2-naphthylglyoxyloyl chloride, prepared in 1 (c), in 100 ml of THF is added dropwise and the mixture is stirred at room temperature for 4 h. The reaction medium is poured into water, the mixture is extracted with ethyl ether and the organic phase is separated after settling has take... Reactants: CC(C)CCN(Cc1ccc(-c2cccc(C(N)=O)c2)c(F)c1)C(=O)OC(C)(C)C, ClCCl, Cl, C1COCCO1. Yields the product [Cl-], CC(C)CC[NH2+]Cc1ccc(-c2cccc(C(N)=O)c2)c(F)c1. Reaction SMILES: [C:1]([O:2][C:3](=[O:4])[N:7]([CH2:8][CH2:9][CH:10]([CH3:11])[CH3:12])[CH2:13][c:14]1[cH:15][c:16]([F:29])[c:17](-[c:20]2[cH:21][c:22]([C:26]([NH2:27])=[O:28])[cH:23][cH:24][cH:25]2)[cH:18][cH:19]1)([CH3:5])([CH3:6])[CH3:30].[Cl:32][CH2:33][Cl:34].[ClH:31].[O:35]1[CH2:36][CH2:37][O:38][CH2:39][CH2:40]1>>[Cl-:31].[NH2+:7]([CH2:8][CH2:9][CH:10]([CH3:11])[CH3:12])[CH2:13][c:14]1[cH:15][c:16]([F:29])[c:17](-[c:20]2[cH:21][c:22]([C:26]([NH2:27])=[O:28])[cH:23][cH:24][cH:25]2)[cH:18][cH:19]1. Starting materials: O.[OH-].[Li+] (Lithium hydroxide monohydrate), COC(C1=CC(=C(C=C1)CC(=O)N1CCN(CC1)CC1CCC1)C)=O (4-[2-(4-cyclobutylmethyl-piperazin-1-yl)-2-oxo-ethyl]-3-methyl-benzoic acid methyl ester). Solvent: O (water), C1CCOC1 (THF). Run at time 20 hour. The product is C1(CCC1)CN1CCN(CC1)C(CC1=C(C=C(C(=O)O)C=C1)C)=O (4-[2-(4-Cyclobutylmethyl-piperazin-1-yl)-2-oxo-ethyl]-3-methyl-benzoic Acid). Yield: 63.0%. As a reaction SMILES: O.[OH-].[Li+].C[O:5][C:6](=[O:28])[C:7]1[CH:12]=[CH:11][C:10]([CH2:13][C:14]([N:16]2[CH2:21][CH2:20][N:19]([CH2:22][CH:23]3[CH2:26][CH2:25][CH2:24]3)[CH2:18][CH2:17]2)=[O:15])=[C:9]([CH3:27])[CH:8]=1>C1COCC1.O>[CH:23]1([CH2:22][N:19]2[CH2:18][CH2:17][N:16]([C:14](=[O:15])[CH2:13][C:10]3[CH:11]=[CH:12][C:7]([C:6]([OH:28])=[O:5])=[CH:8][C:9]=3[CH3:27])[CH2:21][CH2:20]2)[CH2:26][CH2:25][CH2:24]1 |f:0.1.2|. Reported procedure: Lithium hydroxide monohydrate (122 mg, 2.9 mmol) was added to a solution of 4-[2-(4-cyclobutylmethyl-piperazin-1-yl)-2-oxo-ethyl]-3-methyl-benzoic acid methyl ester from Example E85.1 (500 mg, 1.4 mmol) in THF (10 ml) and water (5 ml). The mixture was stirred for 20 h at room temperature and concentrated in vacuo. The residue was purified by flash chromatography on silica gel (eluant; 3% acetic acid:7% methanol:90% chloroform) to yield the title compound (300 mg, 63%). The reactants are CSc1cccc(C=O)c1, NC1CCCc2ccccc21. The product is CSc1cccc(CNC2CCCc3ccccc32)c1. RXN SMILES: [CH3:1][S:2][c:3]1[cH:4][c:5]([CH:6]=[O:7])[cH:8][cH:9][cH:10]1.[CH:11]1([NH2:21])[CH2:12][CH2:13][CH2:14][c:15]2[cH:16][cH:17][cH:18][cH:19][c:20]21>>[CH3:1][S:2][c:3]1[cH:4][c:5]([CH2:6][NH:21][CH:11]2[CH2:12][CH2:13][CH2:14][c:15]3[cH:16][cH:17][cH:18][cH:19][c:20]32)[cH:8][cH:9][cH:10]1. Starting materials: ClCC=1N=C(OC1C)C1=CC=C(C(=O)OC)C=C1 (methyl 4-[4-(chloromethyl)-5-methyl-1,3-oxazol-2-yl]benzoate), C(C)([O-])=S.[K+] (potassium ethanethioate). Reagents/catalysts: [I-].[K+] (potassium iodide). Solvent: CC(=O)C (acetone). Yields the product C(C)(=O)SCC=1N=C(OC1C)C1=CC=C(C(=O)OC)C=C1 (methyl 4-[4-[(acetylsulfanyl)methyl]-5-methyl-1,3-oxazol-2-yl]benzoate). The yield is 91.4%. As a reaction SMILES: Cl[CH2:2][C:3]1[N:4]=[C:5]([C:9]2[CH:18]=[CH:17][C:12]([C:13]([O:15][CH3:16])=[O:14])=[CH:11][CH:10]=2)[O:6][C:7]=1[CH3:8].[C:19](=[S:22])([O-:21])[CH3:20].[K+]>CC(C)=O.[I-].[K+]>[C:19]([S:22][CH2:2][C:3]1[N:4]=[C:5]([C:9]2[CH:18]=[CH:17][C:12]([C:13]([O:15][CH3:16])=[O:14])=[CH:11][CH:10]=2)[O:6][C:7]=1[CH3:8])(=[O:21])[CH3:20] |f:1.2,4.5|. Procedure: A solution of methyl 4-[4-(chloromethyl)-5-methyl-1,3-oxazol-2-yl]benzoate (10 g, 37.64 mmol, 1.00 equiv), potassium ethanethioate (5 g, 43.78 mmol, 1.16 equiv) and potassium iodide (300 mg, 1.81 mmol, 0.05 equiv) in acetone (160 mL) was stirred at 35° C. under nitrogen for 30 min. The product was precipitated by the addition of 250 mL water. The precipitate was collected by filtration, washed with water and dried in a vacuum oven to give 10.5 g (91%) of methyl 4-[4-[(acetylsulfanyl)methyl]-5-me... Reactants: NCCCCCCO (6-Aminohexan-1-ol), C([O-])([O-])=O.[K+].[K+] (potassium carbonate), C(C1=CC=CC=C1)OC(=O)Cl (Benzylchloroformate). Solvent: ClCCl (dichloromethane), O (water). Conditions: time 8 hour. Product: C(=O)(OCC1=CC=CC=C1)NCCCCCCO (N-Carbobenzyloxy-6-Aminohexan-1-ol). As a reaction SMILES: [NH2:1][CH2:2][CH2:3][CH2:4][CH2:5][CH2:6][CH2:7][OH:8].C(=O)([O-])[O-].[K+].[K+].[CH2:15]([O:22][C:23](Cl)=[O:24])[C:16]1[CH:21]=[CH:20][CH:19]=[CH:18][CH:17]=1>O.ClCCl>[C:23]([NH:1][CH2:2][CH2:3][CH2:4][CH2:5][CH2:6][CH2:7][OH:8])([O:22][CH2:15][C:16]1[CH:21]=[CH:20][CH:19]=[CH:18][CH:17]=1)=[O:24] |f:1.2.3|. Reported procedure: 6-Aminohexan-1-ol (11.7 g, 100 mmol) and potassium carbonate (16.58 g, 120 mmol) were dissolved in 100 mL water and 70 mL dichloromethane. Benzylchloroformate (14.27 mL, 100 mmol) was added dropwise over 30 minutes at a temperature of 25°-30° C. The resulting mixture stood overnight, then the dichloromethane layer was separated, washed with water (3×200 mL), 2N HCl (3×50 mL) and finally with water (3×100 mL), dried, and evaporated to give a white solid. The solid was recrystallized in hexane-eth... The reactants are OB(O)c1ccc(Br)cc1, O=C1C=CCC1, C1COCCO1. Yields the product O=C1CCC(c2ccc(Br)cc2)C1. RXN SMILES: [Br:1][c:2]1[cH:3][cH:4][c:5]([B:8]([OH:9])[OH:10])[cH:6][cH:7]1.[C:11]1(=[O:16])[CH:12]=[CH:13][CH2:14][CH2:15]1.[CH2:17]1[O:18][CH2:19][CH2:20][O:21][CH2:22]1>>[Br:1][c:2]1[cH:3][cH:4][c:5]([CH:13]2[CH2:12][C:11](=[O:16])[CH2:15][CH2:14]2)[cH:6][cH:7]1. Starting materials: F[B-](F)(F)F.C[O+](C)C (trimethyloxonium tetrafluoroborate), ClCCl (dichloromethane), [Si](C1=CC=CC=C1)(C1=CC=CC=C1)(C(C)(C)C)OCC=1N=C(N(C1C(N)=S)CC#CC)N1CCN(CC1)C(=O)OC(C)(C)C (t-butyl 4-[4-(t-butyldiphenylsilanyloxymethyl)-1-(2-butynyl)-5-thiocarbamoyl-1H-imidazol-2-yl]piperazine-1-carboxylate). Solvent: C(C)(=O)OCC (ethyl acetate). Reaction conditions: time 15 hour. The product is [Si](C1=CC=CC=C1)(C1=CC=CC=C1)(C(C)(C)C)OCC=1N=C(N(C1C(=N)SC)CC#CC)N1CCN(CC1)C(=O)OC(C)(C)C (t-Butyl 4-[4-(t-butyldiphenylsilanyloxymethyl)-1-(2-butynyl)-5-methylsulfanylcarbonimidoyl-1H-imidazol-2-yl]piperazine-1-carboxylate). Yield: 99.8%. As a reaction SMILES: F[B-](F)(F)F.[CH3:6][O+](C)C.ClCCl.[Si:13]([O:30][CH2:31][C:32]1[N:33]=[C:34]([N:44]2[CH2:49][CH2:48][N:47]([C:50]([O:52][C:53]([CH3:56])([CH3:55])[CH3:54])=[O:51])[CH2:46][CH2:45]2)[N:35]([CH2:40][C:41]#[C:42][CH3:43])[C:36]=1[C:37](=[S:39])[NH2:38])([C:26]([CH3:29])([CH3:28])[CH3:27])([C:20]1[CH:25]=[CH:24][CH:23]=[CH:22][CH:21]=1)[C:14]1[CH:19]=[CH:18][CH:17]=[CH:16][CH:15]=1>C(OCC)(=O)C>[Si:13]([O:30][CH2:31][C:32]1[N:33]=[C:34]([N:44]2[CH2:49][CH2:48][N:47]([C:50]([O:52][C:53]([CH3:56])([CH3:55])[CH3:54])=[O:51])[CH2:46][CH2:45]2)[N:35]([CH2:40][C:41]#[C:42][CH3:43])[C:36]=1[C:37]([S:39][CH3:6])=[NH:38])([C:26]([CH3:28])([CH3:27])[CH3:29])([C:14]1[CH:15]=[CH:16][CH:17]=[CH:18][CH:19]=1)[C:20]1[CH:25]=[CH:24][CH:23]=[CH:22][CH:21]=1 |f:0.1|. Reported procedure: 1.23 g of trimethyloxonium tetrafluoroborate was added to a 100 ml dichloromethane solution of 4.351 g of t-butyl 4-[4-(t-butyldiphenylsilanyloxymethyl)-1-(2-butynyl)-5-thiocarbamoyl-1H-imidazol-2-yl]piperazine-1-carboxylate, and the mixture was stirred at room temperature for 15 hours. 300 ml of ethyl acetate was added to the solution, and the organic layer was washed successively with 100 ml of a saturated sodium bicarbonate solution and 100 ml a saturated ammonium chloride solution. The organ... Starting materials: BrC1[C@]2(O[C@@H]3[C@H]([C@@H]2C)[C@]2([C@H]([C@@H]([C@@H]4[C@]5(CC[C@@H](C[C@@H]5CC[C@H]4[C@@H]2C3)O)C)O)OC(C(Cl)(Cl)Cl)=O)C)OC[C@@H](C1)C ((3β,5α, 11β,12α,25R)-23-bromo-12-(trichloroacetoxy)-spirostan-3,11-diol). Reagents/catalysts: [Zn] (zinc). The solvent is C(C)(=O)O (acetic acid). The product is C[C@H]1[C@H]2[C@H](C[C@H]3[C@@H]4CC[C@H]5C[C@H](CC[C@]5(C)[C@H]4[C@H]([C@@H]([C@]23C)O)O)O)O[C@]12CC[C@@H](C)CO2 ((3β,5α, 11β,12α,25R)-spirostan-3,11,12-triol). Reaction SMILES: Br[CH:2]1[CH2:38][C@@H:37]([CH3:39])[CH2:36][O:35][C@@:3]21[C@@H:7]([CH3:8])[C@@H:6]1[C@:9]3([CH3:34])[C@@H:22]([CH2:23][C@@H:5]1[O:4]2)[C@H:21]1[C@@H:12]([C@:13]2([CH3:25])[C@@H:18]([CH2:19][CH2:20]1)[CH2:17][C@@H:16]([OH:24])[CH2:15][CH2:14]2)[C@@H:11]([OH:26])[C@@H:10]3[O:27]C(=O)C(Cl)(Cl)Cl>[Zn].C(O)(=O)C>[CH3:8][C@@H:7]1[C@:3]2([O:35][CH2:36][C@H:37]([CH3:39])[CH2:38][CH2:2]2)[O:4][C@H:5]2[CH2:23][C@@H:22]3[C@@:9]([CH3:34])([C@@H:6]12)[C@@H:10]([OH:27])[C@H:11]([OH:26])[C@H:12]1[C@H:21]3[CH2:20][CH2:19][C@@H:18]2[C@:13]1([CH3:25])[CH2:14][CH2:15][C@H:16]([OH:24])[CH2:17]2. Reported procedure: Using the procedure described in J. Chem. Soc., 1956, 4330, (3β,5α, 11β,12α,25R)-23-bromo-12-(trichloroacetoxy)-spirostan-3,11-diol was reduced with zinc and acetic acid to give the title compound. Reactants: C(C(=O)Cl)(=O)Cl (oxalyl chloride), C(=O)=O (carbon dioxide), FC(CCCCCCCCCCC(=O)O)(F)F (12,12,12-trifluorododecanoic acid). Reagents/catalysts: CN(C=O)C (dimethylformamide). Run in C(Cl)Cl (methylene chloride). Yields the product FC(CCCCCCCCCCC(=O)Cl)(F)F (12,12,12-trifluorododecanoyl chloride). As a reaction SMILES: [F:1][C:2]([F:17])([F:16])[CH2:3][CH2:4][CH2:5][CH2:6][CH2:7][CH2:8][CH2:9][CH2:10][CH2:11][CH2:12][C:13](O)=[O:14].C(Cl)(=O)C([Cl:21])=O.C(=O)=O>C(Cl)Cl.CN(C)C=O>[F:1][C:2]([F:17])([F:16])[CH2:3][CH2:4][CH2:5][CH2:6][CH2:7][CH2:8][CH2:9][CH2:10][CH2:11][CH2:12][C:13]([Cl:21])=[O:14]. Procedure details: Dissolve 12,12,12-trifluorododecanoic acid (244 mg, 0.96 mmol) in methylene chloride (5 mL) and add dimethylformamide (3 drops). Add oxalyl chloride (85 μL, 0.96 mmol) and stir until evolution of carbon dioxide is complete to give 12,12,12-trifluorododecanoyl chloride.